Dataset: the Open Reaction Database (ORD), a public repository of structured organic reaction records. Task: describe an organic reaction: reactants, conditions, products, and yield Reactants: CC1=C(c2ccncc2)SCC(=O)N1, CO, O=C(OO)c1cccc(Cl)c1. The product is COC1SC(c2ccncc2)=C(C)NC1=O. As a reaction SMILES: [CH3:12][C:13]1=[C:18]([c:19]2[cH:20][cH:21][n:22][cH:23][cH:24]2)[S:17][CH2:16][C:15](=[O:25])[NH:14]1.[CH3:26][OH:27].[Cl:1][c:2]1[cH:3][cH:4][cH:5][c:6]([C:8]([O:7][OH:10])=[O:9])[cH:11]1>>[CH3:8][O:9][CH:16]1[C:15](=[O:25])[NH:14][C:13]([CH3:12])=[C:18]([c:19]2[cH:20][cH:21][n:22][cH:23][cH:24]2)[S:17]1. Reactants: heteroaryl, FC1=C(C=CC(=C1)F)C=1N=C2OC=CN2C1I (6-(2,4-difluorophenyl)-5-iodoimidazo[2,1-b]oxazole), C(C)(C)[Mg]Cl (i-PrMgCl), IC=1C=CC=2N(N1)C(=NN2)C(C)C (6-iodo-3-isopropyl-[1,2,4]triazolo[4,3-b]pyridazine). The reagents and catalysts are [Cl-].[Zn+2].[Cl-] (zinc chloride), [Cl-].[Zn+2].[Cl-] (zinc chloride), C=1C=CC(=CC1)[P](C=2C=CC=CC2)(C=3C=CC=CC3)[Pd]([P](C=4C=CC=CC4)(C=5C=CC=CC5)C=6C=CC=CC6)([P](C=7C=CC=CC7)(C=8C=CC=CC8)C=9C=CC=CC9)[P](C=1C=CC=CC1)(C=1C=CC=CC1)C=1C=CC=CC1 (Pd(Ph3P)4). Solvent: C1CCOC1 (THF), C1CCOC1 (THF), CN(C)C=O (DMF). Conditions: temperature -30 celsius, time 15 minute. Yields the product FC1=C(C=CC(=C1)F)C=1N=C2OC=CN2C1C=1C=CC=2N(N1)C(=NN2)C(C)C (6-(2,4-Difluorophenyl)-5-(3-isopropyl-[1,2,4]triazolo[4,3-b]pyridazin-6-yl)imidazo[2,1-b]oxazole). Isolated yield 22.1%. RXN SMILES: [F:1][C:2]1[CH:7]=[C:6]([F:8])[CH:5]=[CH:4][C:3]=1[C:9]1[N:10]=[C:11]2[N:15]([C:16]=1I)[CH:14]=[CH:13][O:12]2.C([Mg]Cl)(C)C.I[C:24]1[CH:25]=[CH:26][C:27]2[N:28]([C:30]([CH:33]([CH3:35])[CH3:34])=[N:31][N:32]=2)[N:29]=1>C1COCC1.CN(C=O)C.[Cl-].[Zn+2].[Cl-].C1C=CC([P]([Pd]([P](C2C=CC=CC=2)(C2C=CC=CC=2)C2C=CC=CC=2)([P](C2C=CC=CC=2)(C2C=CC=CC=2)C2C=CC=CC=2)[P](C2C=CC=CC=2)(C2C=CC=CC=2)C2C=CC=CC=2)(C2C=CC=CC=2)C2C=CC=CC=2)=CC=1>[F:1][C:2]1[CH:7]=[C:6]([F:8])[CH:5]=[CH:4][C:3]=1[C:9]1[N:10]=[C:11]2[N:15]([C:16]=1[C:24]1[CH:25]=[CH:26][C:27]3[N:28]([C:30]([CH:33]([CH3:35])[CH3:34])=[N:31][N:32]=3)[N:29]=1)[CH:14]=[CH:13][O:12]2 |f:5.6.7,^1:52,54,73,92|. Reported procedure: In a dry three-neck flask, 6-(2,4-difluorophenyl)-5-iodoimidazo[2,1-b]oxazole (9.61 g, 27.8 mmol, Preparation #C.1) was dissolved in THF (75 mL) under an atmosphere of nitrogen. The reaction mixture was cooled to about −30° C. and then i-PrMgCl (2.0 M in THF, 15.3 mL, 30.5 mmol) was added dropwise. The reaction mixture was stirred at about −30° C. for about 15 min. In a separate dry flask, zinc chloride (4.92 g, 36.1 mmol) was dissolved in THF (75 mL) and cooled to about 0° C. The zinc chloride ...